Dataset: the Open Reaction Database (ORD), a public repository of structured organic reaction records. Task: describe an organic reaction: reactants, conditions, products, and yield The reactants are C(#N)[C@H]1CN(C[C@H](C1)N(CC(C)C)C(=O)C1=NC2=C(N1CCCCOC)C=CC=C2)C(=O)OC(C)(C)C (tert-butyl (3R,5S)-3-cyano-5-{{{1-(4-methoxybutyl)-1H-benzimidazol-2-yl}carbonyl}(2-methylpropyl)amino}piperidine-1-carboxylate), C(O)([O-])=O.[Na+] (Sodium hydrogen carbonate), Cl.NO (Hydroxylamine hydrochloride). Run in CS(=O)C (dimethyl sulfoxide), CS(=O)C (dimethyl sulfoxide), O (water). Reaction conditions: temperature 40 celsius, time 30 minute. The product is COCCCCN1C(=NC2=C1C=CC=C2)C(=O)N([C@@H]2CN(C[C@@H](C2)C2=NOC(N2)=O)C(=O)OC(C)(C)C)CC(C)C (tert-butyl (3S, 5R)-3-{{{1-(4-methoxybutyl)-1H-benzimidazol-2-yl}carbonyl}(2-methylpropyl)amino}-5-(5-oxo-4,5-dihydro-1,2,4-oxadiazol-3-yl)piperidine-1-carboxylate). Yield: 74.5%. As a reaction SMILES: Cl.[NH2:2]O.[C:4](=[O:7])([O-:6])O.[Na+].[C:9]([C@@H:11]1[CH2:16][C@H:15]([N:17]([C:22]([C:24]2[N:28]([CH2:29][CH2:30][CH2:31][CH2:32][O:33][CH3:34])[C:27]3[CH:35]=[CH:36][CH:37]=[CH:38][C:26]=3[N:25]=2)=[O:23])[CH2:18][CH:19]([CH3:21])[CH3:20])[CH2:14][N:13]([C:39]([O:41][C:42]([CH3:45])([CH3:44])[CH3:43])=[O:40])[CH2:12]1)#[N:10]>CS(C)=O.O>[CH3:34][O:33][CH2:32][CH2:31][CH2:30][CH2:29][N:28]1[C:27]2[CH:35]=[CH:36][CH:37]=[CH:38][C:26]=2[N:25]=[C:24]1[C:22]([N:17]([CH2:18][CH:19]([CH3:20])[CH3:21])[C@H:15]1[CH2:16][C@@H:11]([C:9]2[NH:2][C:4](=[O:7])[O:6][N:10]=2)[CH2:12][N:13]([C:39]([O:41][C:42]([CH3:43])([CH3:45])[CH3:44])=[O:40])[CH2:14]1)=[O:23] |f:0.1,2.3|. Reported procedure: Hydroxylamine hydrochloride (418 mg) was dissolved in dimethyl sulfoxide (10 ml), and the mixture was stirred at 40° C. for 30 min. Sodium hydrogen carbonate (506 mg) was added, and the mixture was stirred at 50° C. for 1 hr. A solution of tert-butyl (3R,5S)-3-cyano-5-{{{1-(4-methoxybutyl)-1H-benzimidazol-2-yl}carbonyl}(2-methylpropyl)amino}piperidine-1-carboxylate (308 mg) in dimethyl sulfoxide (10 ml) was further added, and the mixture was stirred at 90° C. for 3 hr. The reaction mixture was a... The reactants are [BH4-], CO, O=Cc1ccc(C(F)(F)F)cc1, NCCc1ccc(F)cc1, [Na+]. Yields the product Fc1ccc(CCNCc2ccc(C(F)(F)F)cc2)cc1. RXN SMILES: [BH4-:23].[CH3:25][OH:26].[F:11][C:12]([c:13]1[cH:14][cH:15][c:16]([CH:17]=[O:18])[cH:19][cH:20]1)([F:21])[F:22].[F:1][c:2]1[cH:3][cH:4][c:5]([CH2:8][CH2:9][NH2:10])[cH:6][cH:7]1.[Na+:24]>>[F:1][c:2]1[cH:3][cH:4][c:5]([CH2:8][CH2:9][NH:10][CH2:17][c:16]2[cH:15][cH:14][c:13]([C:12]([F:11])([F:21])[F:22])[cH:20][cH:19]2)[cH:6][cH:7]1.